This data is from the Open Reaction Database (ORD), a public repository of structured organic reaction records. The task is: describe an organic reaction: reactants, conditions, products, and yield The reactants are CO (Methanol), aqueous solution, [OH-].[Na+] (sodium hydroxide), C(C)(=O)OC1=C(C(=O)NC2=C(C(=O)OC)C=CC(=C2)C2=CC=CC=C2)C=C(C=C1)C(C)(C)C (methyl 2-(2-acetoxy-5-tert-butylbenzamido)-4-phenylbenzoate). Run in C1(=CC=CC=C1)C (Toluene). Run at time 15 hour. The product is C(C)(C)(C)C=1C=CC(=C(C(=O)NC2=C(C(=O)O)C=CC(=C2)C2=CC=CC=C2)C1)O (2-(5-tert-butyl-2-hydroxybenzamido)-4-phenylbenzoic acid). Isolated yield 49.7%. RXN SMILES: CO.[OH-].[Na+].C([O:8][C:9]1[CH:33]=[CH:32][C:31]([C:34]([CH3:37])([CH3:36])[CH3:35])=[CH:30][C:10]=1[C:11]([NH:13][C:14]1[CH:23]=[C:22]([C:24]2[CH:29]=[CH:28][CH:27]=[CH:26][CH:25]=2)[CH:21]=[CH:20][C:15]=1[C:16]([O:18]C)=[O:17])=[O:12])(=O)C>C1(C)C=CC=CC=1>[C:34]([C:31]1[CH:32]=[CH:33][C:9]([OH:8])=[C:10]([CH:30]=1)[C:11]([NH:13][C:14]1[CH:23]=[C:22]([C:24]2[CH:29]=[CH:28][CH:27]=[CH:26][CH:25]=2)[CH:21]=[CH:20][C:15]=1[C:16]([OH:18])=[O:17])=[O:12])([CH3:37])([CH3:35])[CH3:36] |f:1.2|. Procedure: Methanol (2 mL) and a 2 mol/L aqueous solution of sodium hydroxide (0.26 mL) were added to the obtained methyl 2-(2-acetoxy-5-tert-butylbenzamido)-4-phenylbenzoate (0.023 g), followed by stirring at room temperature for 15 hours. Toluene was added to the reaction mixture. The aqueous layer was separated and adjusted to a pH of 3.0 with 6 mol/L hydrochloric acid. The solid substance was collected by filtration to obtain 0.010 g of 2-(5-tert-butyl-2-hydroxybenzamido)-4-phenylbenzoic acid as a whit... The reactants are 1h, C(C)(=O)OCC (ethyl acetate), NC=1SC=C(N1)/C(/C(=O)N[C@H]1[C@@H]2N(C(=C(CS2)[C@@H]2OCCC2)C(=O)OCOC(C(C)(C)C)=O)C1=O)=N/OC (Pivaloyloxymethyl (6R,7R)-7-[2-(2-aminothiazol-4-yl)-2-(Z)-methoxyiminoacetamido]-3-[(R)-tetrahydrofuran-2-yl]ceph-3-em-4-carboxylate), C([O-])([O-])=O.[K+].[K+] (potassium carbonate), CN1C(CCC1)=O (N-methylpyrrolidinone), C(C)(=O)OCBr (Bromomethyl acetate). The solvent is O (water). Product: C1(=CC=CC=C1)CC(=O)N[C@H]1[C@@H]2N(C(=C(CS2)C2OCCC2)C(=O)OCOC(C)=O)C1=O (Acetoxymethyl (6R,7R)-7-phenylacetamido-3-(tetrahydrofuran-2-yl)ceph-3-em-4-carboxylate). RXN SMILES: NC1S[CH:4]=[C:5](/[C:7](=N/OC)/[C:8]([NH:10][C@@H:11]2[C:34](=[O:35])[N:13]3[C:14]([C:23]([O:25]COC(=O)C(C)(C)C)=O)=[C:15]([C@H:18]4[CH2:22][CH2:21][CH2:20][O:19]4)[CH2:16][S:17][C@H:12]23)=[O:9])N=1.[C:39](=[O:42])([O-:41])[O-].[K+].[K+].[C:45]([O:48]CBr)(=O)[CH3:46].C(OCC)(=O)C.CN1[CH2:62][CH2:61][CH2:60][C:59]1=O>O>[C:5]1([CH2:7][C:8]([NH:10][C@@H:11]2[C:34](=[O:35])[N:13]3[C:14]([C:23]([O:41][CH2:39][O:42][C:45](=[O:48])[CH3:46])=[O:25])=[C:15]([CH:18]4[CH2:22][CH2:21][CH2:20][O:19]4)[CH2:16][S:17][C@H:12]23)=[O:9])[CH:62]=[CH:61][CH:60]=[CH:59][CH:4]=1 |f:1.2.3|. Procedure: To a solution of (6R,7R)-7-phenylacetamido-3-(tetrahydrofuran-2-yl)ceph-3-em-4-carboxylic acid (0.303g, 0.78mmol) (obtained in Example 12) in N-methylpyrrolidinone (5ml) was added potassium carbonate (0.37g, 2.66mmol). Bromomethyl acetate (0.30g, 1.95mmol) was added dropwise to the mixture over 1h. The mixture was stirred for a further 1h, then ethyl acetate and water were added. The organic phase was washed with water, brine, dried (MgSO4) and evaporated. The residue was purified by chromatogra... Reactants: Cl.C(CC)N (n-propylamine hydrochloride), N1=CC=CC=C1 (pyridine), C1CCOC1 (THF), N (ammonia), C(Cl)Cl (DCM). Product: NC1=NC=NC2=CC=CC=C12 (4-aminoquinazoline), N (ammonia). As a reaction SMILES: [NH3:1].C(Cl)Cl.C1COCC1.Cl.[CH2:11]([NH2:14])[CH2:12][CH3:13].[N:15]1[CH:20]=[CH:19][CH:18]=[CH:17][CH:16]=1>>[NH2:14][C:11]1[C:12]2[C:20](=[CH:19][CH:18]=[CH:17][CH:13]=2)[N:15]=[CH:16][N:1]=1.[NH3:14] |f:3.4|. Procedure details: To prepare the compound I-1, a 4-hydroxy-[1,5]-naphthyridine, a 4-hydroxyquinazoline, a 5-hydroxyquinoxaline or a 4-hydroxyquinoline derivative can be converted into the corresponding chloro derivative by heating in phosphorous oxychloride between 40° C. and 100° C. neat or in an inert solvent like 1,2-DCE, or to the corresponding trifluoromethanesulphonyloxy derivative by reaction with trifluoromethanesulphonic anhydride, in the presence of an organic base between −40° C. and 80° C. in an aprot... Starting materials: CS(=O)(=O)Cl, Nc1n[nH]c(-c2ccncc2)c1-c1ccc(F)cc1, c1ccncc1. Yields the product CS(=O)(=O)Nc1n[nH]c(-c2ccncc2)c1-c1ccc(F)cc1. As a reaction SMILES: [CH3:20][S:21]([Cl:22])(=[O:23])=[O:24].[F:1][c:2]1[cH:3][cH:4][c:5](-[c:8]2[c:9]([NH2:19])[n:10][nH:11][c:12]2-[c:13]2[cH:14][cH:15][n:16][cH:17][cH:18]2)[cH:6][cH:7]1.[cH:25]1[cH:26][cH:27][n:28][cH:29][cH:30]1>>[F:1][c:2]1[cH:3][cH:4][c:5](-[c:8]2[c:9]([NH:19][S:21]([CH3:20])(=[O:23])=[O:24])[n:10][nH:11][c:12]2-[c:13]2[cH:14][cH:15][n:16][cH:17][cH:18]2)[cH:6][cH:7]1. Reactants: Cl (HCl), C(C)OC(COC1=C(C=C(C=C1)SC1=C(C=C(C=C1)C=O)Cl)C)=O (4-[(2-Chloro-4-formylphenyl)sulfanyl]-2-methylphenoxy-acetic acid ethyl ester), CCO (EtOH), [BH4-].[Na+] (sodium borohydride). Solvent: C1CCOC1 (THF). Run at temperature 0 celsius, time 1 hour. The product is C(C)OC(COC1=C(C=C(C=C1)SC1=C(C=C(C=C1)CO)Cl)C)=O (4-[(2-Chloro-4-hydroxymethylphenyl)sulfanyl]-2-methylphenoxy-acetic acid ethyl ester). RXN SMILES: [CH2:1]([O:3][C:4](=[O:24])[CH2:5][O:6][C:7]1[CH:12]=[CH:11][C:10]([S:13][C:14]2[CH:19]=[CH:18][C:17]([CH:20]=[O:21])=[CH:16][C:15]=2[Cl:22])=[CH:9][C:8]=1[CH3:23])[CH3:2].CCO.[BH4-].[Na+].Cl>C1COCC1>[CH2:1]([O:3][C:4](=[O:24])[CH2:5][O:6][C:7]1[CH:12]=[CH:11][C:10]([S:13][C:14]2[CH:19]=[CH:18][C:17]([CH2:20][OH:21])=[CH:16][C:15]=2[Cl:22])=[CH:9][C:8]=1[CH3:23])[CH3:2] |f:2.3|. Procedure: An oven-dried 500 mL round-bottomed flask was charged with compound 10.4 (34.9 g, 95.7 mmol), EtOH (175 mL) and THF (17.5 mL). Next, sodium borohydride (1.10 g, 29.1 mmol) was added in 3 portions at 0° C., and the reaction was vigorously stirred at 0° C. for 1 h. The reaction mixture was poured into 463 mL of 0.25 N HCl at 0° C. and the product was extracted with 3×200 mL of AcOEt. The combined organics were washed sequentially with 2×200 mL of water and 100 mL of brine, dried over Na2SO4, and c...